This data is from the Open Reaction Database (ORD), a public repository of structured organic reaction records. The task is: describe an organic reaction: reactants, conditions, products, and yield Starting materials: FC(C=1C=C(C=CC1)NC(=O)N1C2=C(CCCC1)C=C(C=C2)OC)(F)F (7-methoxy-2,3,4,5-tetrahydro-benzo[b]azepine-1-carboxylic acid (3-trifluoromethyl-phenyl)-amide), ice, C(=O)([O-])[O-].[Na+].[Na+] (Na2CO3), CCOC(=O)C (EtOAc), B(Br)(Br)Br (BBr3). Run in C(Cl)Cl (CH2Cl2), CC(=O)C (acetone), C(Cl)Cl (CH2Cl2), C(=O)=O (dry ice). Conditions: temperature -42.5 celsius, time 1.5 hour. Yields the product FC(C=1C=C(C=CC1)NC(=O)N1C2=C(CCCC1)C=C(C=C2)O)(F)F (7-Hydroxy-2,3,4,5-tetrahydro-benzo[b]azepine-1-carboxylic acid (3-trifluoromethyl-phenyl)-amide). RXN SMILES: B(Br)(Br)Br.[F:5][C:6]([F:30])([F:29])[C:7]1[CH:8]=[C:9]([NH:13][C:14]([N:16]2[CH2:22][CH2:21][CH2:20][CH2:19][C:18]3[CH:23]=[C:24]([O:27]C)[CH:25]=[CH:26][C:17]2=3)=[O:15])[CH:10]=[CH:11][CH:12]=1.C([O-])([O-])=O.[Na+].[Na+].CCOC(C)=O>C(Cl)Cl.C(=O)=O.CC(C)=O>[F:29][C:6]([F:5])([F:30])[C:7]1[CH:8]=[C:9]([NH:13][C:14]([N:16]2[CH2:22][CH2:21][CH2:20][CH2:19][C:18]3[CH:23]=[C:24]([OH:27])[CH:25]=[CH:26][C:17]2=3)=[O:15])[CH:10]=[CH:11][CH:12]=1 |f:2.3.4|. Procedure: A solution of 10 ml BBr3 in 40 ml CH2Cl2 is cooled in dry ice and acetone. Then 2.43 g (6.67 mMol) of 7-methoxy-2,3,4,5-tetrahydro-benzo[b]azepine-1-carboxylic acid (3-trifluoromethyl-phenyl)-amide in 20 ml CH2Cl2 are added dropwise. The mixture is warmed up (−45 to −40° C.) and then stirred at this temperature for 1.5 h. The solution is poured into a mixture of 300 g ice, 150 ml sat. Na2CO3 solution and 200 ml EtOAc, the aqueous phase separated off and extracted twice with EtOAc. The organic la... Starting materials: ClC1=C(C=C2C(C(=C3N(C2=C1)CCS3)C(=O)O)=O)F (8-chloro-7-fluoro-5-oxo-1,2-dihydro-5H-thiazolo(3,2-a)-quinoline-4-carboxylic acid), OCCN1CCCCC1 (N-(beta-hydroxyethyl)-piperidine), N1=CC=CC=C1 (pyridine). Product: FC=1C=C2C(C(=C3N(C2=CC1N1CCN(CC1)CCO)CCS3)C(=O)O)=O (7-Fluoro-8-(4-(2-hydroxyethyl)-1-piperazinyl)-5-oxo-1,2-dihydro-5H-thiazolo-(3,2-a)-quinoline-4-carboxylic acid). Reaction SMILES: Cl[C:2]1[CH:11]=[C:10]2[C:5]([C:6](=[O:18])[C:7]([C:15]([OH:17])=[O:16])=[C:8]3[S:14][CH2:13][CH2:12][N:9]32)=[CH:4][C:3]=1[F:19].[OH:20][CH2:21][CH2:22][N:23]1[CH2:28][CH2:27]C[CH2:25][CH2:24]1.[N:29]1C=CC=CC=1>>[F:19][C:3]1[CH:4]=[C:5]2[C:10](=[CH:11][C:2]=1[N:29]1[CH2:27][CH2:28][N:23]([CH2:22][CH2:21][OH:20])[CH2:24][CH2:25]1)[N:9]1[CH2:12][CH2:13][S:14][C:8]1=[C:7]([C:15]([OH:17])=[O:16])[C:6]2=[O:18]. Reported procedure: A mixture of 500 mg (1.67 mmol) of 8-chloro-7-fluoro-5-oxo-1,2-dihydro-5H-thiazolo(3,2-a)-quinoline-4-carboxylic acid and 1.09 grams (8.34 mmol) of N-(beta-hydroxyethyl)-piperidine was suspended in 20 ml of pyridine and the mixture was heated to reflux for thirty two hours. When the reaction was completed, the mixture was cooled to a room temperature, crystals separated out therefrom were collected by filtration, successively washed with pyridine, ethanol and ether, and recrystallized from dimet...